This data is from the Open Reaction Database (ORD), a public repository of structured organic reaction records. The task is: describe an organic reaction: reactants, conditions, products, and yield Reactants: N#Cc1cccc(N(C(=O)NC2CCN(S(=O)(=O)c3ccccc3[N+](=O)[O-])CC2)C2CCCCCC2)c1, CCO, [Ca+2], [Cl-], [Cl-], O, [Zn]. Product: N#Cc1cccc(N(C(=O)NC2CCN(S(=O)(=O)c3ccccc3N)CC2)C2CCCCCC2)c1. Reaction SMILES: [C:1](#[N:2])[c:3]1[cH:4][c:5]([N:9]([C:10](=[O:11])[NH:12][CH:13]2[CH2:14][CH2:15][N:16]([S:19](=[O:20])(=[O:21])[c:22]3[c:23]([N+:28]([O-:29])=[O:30])[cH:24][cH:25][cH:26][cH:27]3)[CH2:17][CH2:18]2)[CH:31]2[CH2:32][CH2:33][CH2:34][CH2:35][CH2:36][CH2:37]2)[cH:6][cH:7][cH:8]1.[CH3:41][CH2:42][OH:43].[Ca+2:40].[Cl-:38].[Cl-:39].[OH2:44].[Zn:45]>>[C:1](#[N:2])[c:3]1[cH:4][c:5]([N:9]([C:10](=[O:11])[NH:12][CH:13]2[CH2:14][CH2:15][N:16]([S:19](=[O:20])(=[O:21])[c:22]3[c:23]([NH2:28])[cH:24][cH:25][cH:26][cH:27]3)[CH2:17][CH2:18]2)[CH:31]2[CH2:32][CH2:33][CH2:34][CH2:35][CH2:36][CH2:37]2)[cH:6][cH:7][cH:8]1. Starting materials: C(=O)(O)[C@H]([C@H]([O-])C(=O)O)[O-].FC1=CC=C(C=C1)N[C@@H](C(=O)O[C@H]1CN2CCC1CC2)C2=CC=CC=C2 ((R)—((R)-quinuclidin-3-yl) 2-(4-fluorophenylamino)-2-phenylacetate (1S,2S)-1,2-dicarboxyethane-1,2-bis(olate)). The solvent is CCOC(=O)C (EtOAc). Yields the product FC1=CC=C(C=C1)N[C@@H](C(=O)O[C@H]1CN2CCC1CC2)C2=CC=CC=C2 ((R)—((R)-quinuclidin-3-yl) 2-(4-fluorophenylamino)-2-phenylacetate). The yield is 110.6%. RXN SMILES: C([C@@H]([O-])[C@@H](C(O)=O)[O-])(O)=O.[F:11][C:12]1[CH:17]=[CH:16][C:15]([NH:18][C@H:19]([C:31]2[CH:36]=[CH:35][CH:34]=[CH:33][CH:32]=2)[C:20]([O:22][C@@H:23]2[CH:28]3[CH2:29][CH2:30][N:25]([CH2:26][CH2:27]3)[CH2:24]2)=[O:21])=[CH:14][CH:13]=1>CCOC(C)=O>[F:11][C:12]1[CH:17]=[CH:16][C:15]([NH:18][C@H:19]([C:31]2[CH:32]=[CH:33][CH:34]=[CH:35][CH:36]=2)[C:20]([O:22][C@@H:23]2[CH:28]3[CH2:29][CH2:30][N:25]([CH2:26][CH2:27]3)[CH2:24]2)=[O:21])=[CH:14][CH:13]=1 |f:0.1|. Reported procedure: (R)—((R)-quinuclidin-3-yl) 2-(4-fluorophenylamino)-2-phenylacetate (1S,2S)-1,2-dicarboxyethane-1,2-bis(olate) (diastereomer 1 of I8) (535 mg, 1.25 mmol) was dissolved in EtOAc (250 mL) and washed with saturated Na2CO3 solution (50 ml). The organic phase was dried over Na2SO4, filtered and evaporated to give (R)—((R)-quinuclidin-3-yl) 2-(4-fluorophenylamino)-2-phenylacetate (490 mg; 45% yield, single diastereomer). Starting materials: COC(C1=C(C=C(C=C1)F)Br)C1=CC=C(C=C1)F (2-bromo-4,4'-difluorobenzhydryl methyl ether), C(C1=CC=CC=C1)N1CCC(CC1)=O (1-benzyl-4-piperidone). The product is C(C1=CC=CC=C1)N1CCC2(CC1)OC(C1=CC=C(C=C12)F)C1=CC=C(C=C1)F (1'-Benzyl-1,3-dihydro-6-fluoro-3-p-fluorophenylspiro[isobenzofuran-1,4'-piperidine]). Reaction SMILES: [CH3:1][O:2][CH:3]([C:12]1[CH:17]=[CH:16][C:15]([F:18])=[CH:14][CH:13]=1)[C:4]1[CH:9]=[CH:8][C:7]([F:10])=[CH:6][C:5]=1Br.[CH2:19]([N:26]1[CH2:31][CH2:30]C(=O)[CH2:28][CH2:27]1)[C:20]1[CH:25]=[CH:24][CH:23]=[CH:22][CH:21]=1>>[CH2:19]([N:26]1[CH2:31][CH2:30][C:1]2([C:9]3[C:4](=[CH:5][CH:6]=[C:7]([F:10])[CH:8]=3)[CH:3]([C:12]3[CH:17]=[CH:16][C:15]([F:18])=[CH:14][CH:13]=3)[O:2]2)[CH2:28][CH2:27]1)[C:20]1[CH:25]=[CH:24][CH:23]=[CH:22][CH:21]=1. Procedure details: By following the manipulative procedure described above in Example 45, 2-bromo-4,4'-difluorobenzhydryl methyl ether and 1-benzyl-4-piperidone are reacted to produce an oil. The reactants are BrCCBr, CN(C)C=O, [H-], [Na+], O, O=c1cc(-c2ccccc2)oc2cc(O)ccc12. Yields the product O=c1cc(-c2ccccc2)oc2cc(OCCBr)ccc12. RXN SMILES: [Br:21][CH2:22][CH2:23][Br:24].[CH3:26][N:27]([CH3:28])[CH:29]=[O:30].[H-:19].[Na+:20].[OH2:25].[OH:1][c:2]1[cH:3][c:4]2[c:5]([c:6](=[O:16])[cH:7][c:8](-[c:10]3[cH:11][cH:12][cH:13][cH:14][cH:15]3)[o:9]2)[cH:17][cH:18]1>>[O:1]([c:2]1[cH:3][c:4]2[c:5]([c:6](=[O:16])[cH:7][c:8](-[c:10]3[cH:11][cH:12][cH:13][cH:14][cH:15]3)[o:9]2)[cH:17][cH:18]1)[CH2:23][CH2:22][Br:21].